describe an organic reaction: reactants, conditions, products, and yield From a dataset of the Open Reaction Database (ORD), a public repository of structured organic reaction records. The reactants are ClC1=CC(=CC=2N1N=C(N2)NC(C2=CN=CC=C2)=O)Cl (N-(5,7-dichloro[1,2,4]triazolo[1,5-a]pyridin-2-yl)nicotinamide), C1(CC1)N (cyclopropylamine). Product: ClC1=CC=2N(C(=C1)NC1CC1)N=C(N2)NC(C2=CN=CC=C2)=O (N-[7-chloro-5-(cyclopropylamino)[1,2,4]triazolo[1,5-a]pyridin-2-yl]nicotinamide). Isolated yield 47.5%. As a reaction SMILES: Cl[C:2]1[N:7]2[N:8]=[C:9]([NH:11][C:12](=[O:19])[C:13]3[CH:18]=[CH:17][CH:16]=[N:15][CH:14]=3)[N:10]=[C:6]2[CH:5]=[C:4]([Cl:20])[CH:3]=1.[CH:21]1([NH2:24])[CH2:23][CH2:22]1>>[Cl:20][C:4]1[CH:3]=[C:2]([NH:24][CH:21]2[CH2:23][CH2:22]2)[N:7]2[N:8]=[C:9]([NH:11][C:12](=[O:19])[C:13]3[CH:18]=[CH:17][CH:16]=[N:15][CH:14]=3)[N:10]=[C:6]2[CH:5]=1. Procedure: The title compound was prepared following procedure and work up described for example 118, but starting from N-(5,7-dichloro[1,2,4]triazolo[1,5-a]pyridin-2-yl)nicotinamide ((B10), 100 mg; 0.32 mmol; 1.0 eq) and cyclopropylamine (113 μL; 1.62 mmol; 5.00 eq) to give the title compound as a white solid (50 mg, 43%). HPLC, Rt: 2.59 min. (purity 92.6%). LC/MS, M+(ESI): 328.8, M−(ESI): 326.9. Starting materials: C(C1=CC=CC=C1)C=1C(=NC2=CC=C(C=C2C1Cl)C(O)(C=1C=NC(=CC1)C(F)(F)F)C1=CN=CN1C)OC.C(=O)(C(F)(F)F)O ((3-Benzyl-4-chloro-2-methoxyquinolin-6-yl)(1-methyl-1H-imidazol-5-yl)(6-(trifluoromethyl)pyridin-3-yl)methanol•TFA), [H-].[Na+] (NaH), C(C)(=O)OC(C)=O (acetic anhydride), N (NH3). The solvent is CN(C)C=O (DMF). Conditions: time 15 minute. Yields the product C(C1=CC=CC=C1)C=1C(=NC2=CC=C(C=C2C1Cl)C(N)(C=1C=NC(=CC1)C(F)(F)F)C1=CN=CN1C)OC.C(=O)(C(F)(F)F)O ((3-Benzyl-4-chloro-2-methoxyquinolin-6-yl)(1-methyl-1H-imidazol-5-yl)(6-(trifluoromethyl)pyridin-3-yl)methanamine•TFA), C(=O)(C(F)(F)F)O (TFA). As a reaction SMILES: [CH2:1]([C:8]1[C:9]([O:37][CH3:38])=[N:10][C:11]2[C:16]([C:17]=1[Cl:18])=[CH:15][C:14]([C:19]([C:31]1[N:35]([CH3:36])[CH:34]=[N:33][CH:32]=1)([C:21]1[CH:22]=[N:23][C:24]([C:27]([F:30])([F:29])[F:28])=[CH:25][CH:26]=1)O)=[CH:13][CH:12]=2)[C:2]1[CH:7]=[CH:6][CH:5]=[CH:4][CH:3]=1.[C:39]([OH:45])([C:41]([F:44])([F:43])[F:42])=[O:40].[H-].[Na+].C(OC(=O)C)(=O)C.[NH3:55]>CN(C=O)C>[CH2:1]([C:8]1[C:9]([O:37][CH3:38])=[N:10][C:11]2[C:16]([C:17]=1[Cl:18])=[CH:15][C:14]([C:19]([C:31]1[N:35]([CH3:36])[CH:34]=[N:33][CH:32]=1)([C:21]1[CH:22]=[N:23][C:24]([C:27]([F:28])([F:29])[F:30])=[CH:25][CH:26]=1)[NH2:55])=[CH:13][CH:12]=2)[C:2]1[CH:7]=[CH:6][CH:5]=[CH:4][CH:3]=1.[C:39]([OH:45])([C:41]([F:44])([F:43])[F:42])=[O:40].[C:39]([OH:45])([C:41]([F:44])([F:43])[F:42])=[O:40] |f:0.1,2.3,7.8|. Reported procedure: To a solution of (3-benzyl-4-chloro-2-methoxyquinolin-6-yl)(1-methyl-1H-imidazol-5-yl)(6-(trifluoromethyl)pyridin-3-yl)methanol (446 mg, 0.830 mmol, Example 110) and DMF (15 mL) was added NaH (60% in mineral oil, 90 mg, 2.3 mmol) at room temperature. After stirring for 15 minutes, acetic anhydride (0.16 mL, 1.7 mmol) was added. After stirring for 1 hour, NH3 (7.0 M in MeOH, 1.0 mL, 7.0 mmol) was added. The mixture was stirred overnight and concentrated in vacuo. The residue was partitioned betwe... Reactants: OCCBr, O=C([O-])[O-], CCN(C(C)C)C(C)C, Cc1nc(C(=O)N2CCCCC2Cc2nc3cc(F)c(F)cc3[nH]2)c(-c2ccc(F)cc2)s1, [H-], [K+], [K+], [Na+], CN(C)C=O. Product: Cc1nc(C(=O)N2CCCCC2Cc2nc3cc(F)c(F)cc3n2CCO)c(-c2ccc(F)cc2)s1. RXN SMILES: [Br:36][CH2:37][CH2:38][OH:39].[C:40](=[O:41])([O-:42])[O-:43].[CH:46]([N:47]([CH2:48][CH3:49])[CH:50]([CH3:51])[CH3:52])([CH3:53])[CH3:54].[F:1][c:2]1[cH:3][c:4]2[c:5]([nH:6][c:7]([CH2:9][CH:10]3[N:11]([C:16](=[O:17])[c:18]4[n:19][c:20]([CH3:30])[s:21][c:22]4-[c:23]4[cH:24][cH:25][c:26]([F:29])[cH:27][cH:28]4)[CH2:12][CH2:13][CH2:14][CH2:15]3)[n:8]2)[cH:31][c:32]1[F:33].[H-:34].[K+:44].[K+:45].[Na+:35].[O:55]=[CH:56][N:57]([CH3:58])[CH3:59]>>[F:1][c:2]1[cH:3][c:4]2[c:5]([n:6]([CH2:37][CH2:38][OH:39])[c:7]([CH2:9][CH:10]3[N:11]([C:16](=[O:17])[c:18]4[n:19][c:20]([CH3:30])[s:21][c:22]4-[c:23]4[cH:24][cH:25][c:26]([F:29])[cH:27][cH:28]4)[CH2:12][CH2:13][CH2:14][CH2:15]3)[n:8]2)[cH:31][c:32]1[F:33]. Starting materials: CC1(OB(OC1(C)C)C1=CC=C(C=C1)C1(CC1)C(=O)N1C[C@]2(CC1)OC(C1=C2C=CC=C1)=O)C ((1R)-1′-({1-[4-(4,4,5,5-tetramethyl-1,3,2-dioxaborolan-2-yl)phenyl]cyclopropyl}carbonyl)-3H-spiro[2-benzofuran-1,3′-pyrrolidin]-3-one), O1CCOCC1 (1,4-dioxane), BrC=1C=CC(=NC1)F (5-bromo-2-fluoropyridine), C(C)(C)(C)P(C(C)(C)C)C(C)(C)C (tri-tert-butylphosphine), [F-].[K+] (potassium fluoride). The reagents and catalysts are C=1C=CC(=CC1)/C=C/C(=O)/C=C/C2=CC=CC=C2.C=1C=CC(=CC1)/C=C/C(=O)/C=C/C2=CC=CC=C2.C=1C=CC(=CC1)/C=C/C(=O)/C=C/C2=CC=CC=C2.[Pd].[Pd] (tris(dibenzylideneacetone)dipalladium(0)). Solvent: C(C)(=O)OCC (ethyl acetate). Conditions: temperature 110 celsius. Product: FC1=CC=C(C=N1)C1=CC=C(C=C1)C1(CC1)C(=O)N1C[C@]2(CC1)OC(C1=C2C=CC=C1)=O ((1R)-1′-({1-[4-(6-Fluoropyridin-3-yl)phenyl]cyclopropyl}carbonyl)-3H-spiro[2-benzofuran-1,3′-pyrrolidin]-3-one). RXN SMILES: CC1(C)C(C)(C)OB([C:9]2[CH:14]=[CH:13][C:12]([C:15]3([C:18]([N:20]4[CH2:24][CH2:23][C@@:22]5([C:28]6[CH:29]=[CH:30][CH:31]=[CH:32][C:27]=6[C:26](=[O:33])[O:25]5)[CH2:21]4)=[O:19])[CH2:17][CH2:16]3)=[CH:11][CH:10]=2)O1.O1CCOCC1.Br[C:42]1[CH:43]=[CH:44][C:45]([F:48])=[N:46][CH:47]=1.C(P(C(C)(C)C)C(C)(C)C)(C)(C)C.[F-].[K+]>C(OCC)(=O)C.C1C=CC(/C=C/C(/C=C/C2C=CC=CC=2)=O)=CC=1.C1C=CC(/C=C/C(/C=C/C2C=CC=CC=2)=O)=CC=1.C1C=CC(/C=C/C(/C=C/C2C=CC=CC=2)=O)=CC=1.[Pd].[Pd]>[F:48][C:45]1[N:46]=[CH:47][C:42]([C:9]2[CH:14]=[CH:13][C:12]([C:15]3([C:18]([N:20]4[CH2:24][CH2:23][C@@:22]5([C:28]6[CH:29]=[CH:30][CH:31]=[CH:32][C:27]=6[C:26](=[O:33])[O:25]5)[CH2:21]4)=[O:19])[CH2:17][CH2:16]3)=[CH:11][CH:10]=2)=[CH:43][CH:44]=1 |f:4.5,7.8.9.10.11|. Procedure: To a solution of (1R)-1′-({1-[4-(4,4,5,5-tetramethyl-1,3,2-dioxaborolan-2-yl)phenyl]cyclopropyl}carbonyl)-3H-spiro[2-benzofuran-1,3′-pyrrolidin]-3-one (130 mg, 0.00029 mol) in 1,4-dioxane (1 mL, 0.01 mol) were added 5-bromo-2-fluoropyridine (0.060 mL, 0.00058 mol), tris(dibenzylideneacetone)dipalladium(0) (1 mg, 0.000001 mol), tri-tert-butylphosphine (0.71 mg, 0.0000035 mol) and potassium fluoride (56 mg, 0.00096 mol). The mixture was heated at 110° C. under nitrogen for 30 minutes. The mixture ... Reactants: Cl.CS(=O)(=O)C1(CCNCC1)C(=O)OCC (ethyl 4-(methylsulfonyl)piperidine-4-carboxylate hydrochloride), CCN(C(C)C)C(C)C (DIPEA), BrC=1C=NC(=NC1)Cl (5-bromo-2-chloropyrimidine), CCCCCC (hexane). Run in CCO (EtOH). Run at time 10 minute. Yields the product BrC=1C=NC(=NC1)N1CCC(CC1)(C(=O)OCC)S(=O)(=O)C (Ethyl 1-(5-bromopyrimidin-2-yl)-4-methylsulfonyl-piperidine-4-carboxylate). Isolated yield 44.4%. Reaction SMILES: Cl.[CH3:2][S:3]([C:6]1([C:12]([O:14][CH2:15][CH3:16])=[O:13])[CH2:11][CH2:10][NH:9][CH2:8][CH2:7]1)(=[O:5])=[O:4].CCN(C(C)C)C(C)C.[Br:26][C:27]1[CH:28]=[N:29][C:30](Cl)=[N:31][CH:32]=1.CCCCCC>CCO>[Br:26][C:27]1[CH:28]=[N:29][C:30]([N:9]2[CH2:10][CH2:11][C:6]([S:3]([CH3:2])(=[O:5])=[O:4])([C:12]([O:14][CH2:15][CH3:16])=[O:13])[CH2:7][CH2:8]2)=[N:31][CH:32]=1 |f:0.1|. Procedure: To a solution of ethyl 4-(methylsulfonyl)piperidine-4-carboxylate hydrochloride (0.20 g, 0.74 mmol) in EtOH (7.0 mL) was added DIPEA (0.03 mL, 1.86 mmol) at rt and the mixture stirred at rt for 10 min followed by addition of 5-bromo-2-chloropyrimidine (0.12 g, 0.62 mmol). The reaction was then heated up to 70° C. for 1 h. After completion (by TLC), solvent was evaporated and the crude residue purified over 100-200 M silica-gel using 15% EtOAc:hexane to obtain the desired product as a yellow soli... Product: Cl, COc1cc2nc(C3CC(N4C(=O)CC5(CCCCC5)CC4=O)CCN3)nc(N)c2cc1OC. Reactants: CN(C)C=O, COc1cc2nc(Cl)nc(N)c2cc1OC, O=C1CC2(CCCCC2)CC(=O)N1C1CCNCC1, [Na+], [Na+], O=C([O-])[O-]. As a reaction SMILES: [CH3:42][N:43]([CH3:44])[CH:45]=[O:46].[NH2:1][c:2]1[n:3][c:4]([Cl:16])[n:5][c:6]2[cH:7][c:8]([O:14][CH3:15])[c:9]([O:12][CH3:13])[cH:10][c:11]12.[NH:17]1[CH2:18][CH2:19][CH:20]([N:23]2[C:24](=[O:35])[CH2:25][C:26]3([CH2:27][C:28]2=[O:29])[CH2:30][CH2:31][CH2:32][CH2:33][CH2:34]3)[CH2:21][CH2:22]1.[Na+:36].[Na+:37].[O-:38][C:39](=[O:40])[O-:41]>>[ClH:16].[NH2:1][c:2]1[n:3][c:4]([CH:22]2[NH:17][CH2:18][CH2:19][CH:20]([N:23]3[C:24](=[O:35])[CH2:25][C:26]4([CH2:27][C:28]3=[O:29])[CH2:30][CH2:31][CH2:32][CH2:33][CH2:34]4)[CH2:21]2)[n:5][c:6]2[cH:7][c:8]([O:14][CH3:15])[c:9]([O:12][CH3:13])[cH:10][c:11]12. Starting materials: C1(=CC=CC=C1)N1CCN(CC1)CCC1CCC(CC1)N(C(=N)NC(=O)OCC1=CC=CC=C1)C(=O)OCC1=CC=CC=C1 (4-[2-(4-phenyl-piperazin-1-yl)-ethyl]cyclohexyl-N,N'-dicarbobenzyloxyguanidine), [H][H] (hydrogen). Reagents/catalysts: [Pd] (palladium on carbon). Run in CO (MeOH). Yields the product C1(=CC=CC=C1)N1CCN(CC1)CCC1CCC(CC1)NC(=N)N (4-[2-(4-phenyl-piperazin-1-yl)-ethyl]-cyclohexylguanidine). Yield: 0.1%. Reaction SMILES: [C:1]1([N:7]2[CH2:12][CH2:11][N:10]([CH2:13][CH2:14][CH:15]3[CH2:20][CH2:19][CH:18]([N:21](C(OCC4C=CC=CC=4)=O)[C:22]([NH:24]C(OCC4C=CC=CC=4)=O)=[NH:23])[CH2:17][CH2:16]3)[CH2:9][CH2:8]2)[CH:6]=[CH:5][CH:4]=[CH:3][CH:2]=1.[H][H]>CO.[Pd]>[C:1]1([N:7]2[CH2:12][CH2:11][N:10]([CH2:13][CH2:14][CH:15]3[CH2:20][CH2:19][CH:18]([NH:21][C:22]([NH2:24])=[NH:23])[CH2:17][CH2:16]3)[CH2:9][CH2:8]2)[CH:2]=[CH:3][CH:4]=[CH:5][CH:6]=1. Procedure: Trans-N-{4-[2-(4-phenyl-piperazin-1-yl)-ethyl]cyclohexyl-N,N'-dicarbobenzyloxyguanidine (2.77 g, 4.63 mol) was hydrogenolyzed in MeOH (250 mL) under 48 psi hydrogen pressure in the presence of 20% palladium on carbon catalyst (0.25 g). Filtration of the reaction mixture, evaporation of the filtrate, and recrystallization of the residue from isopropanol (i-PrOH)-Et2O yielded 1.39 g (91%) of the product; mp 140-170° C.